Dataset: the Open Reaction Database (ORD), a public repository of structured organic reaction records. Task: describe an organic reaction: reactants, conditions, products, and yield Reactants: [OH-].[Na+] (sodium hydroxide), Cl.CN(C)CCN(C(C(=O)OC)=O)C (methyl N-dimethylaminoethyl-N-methyloxamate hydrochloride), Cl (HCl). The solvent is O (water), O (water). Yields the product CN(C)CCN(C(C(=O)O)=O)C (N-dimethylaminoethyl-N-methyloxamic acid). Isolated yield 64.5%. As a reaction SMILES: Cl.[CH3:2][N:3]([CH2:5][CH2:6][N:7]([CH3:14])[C:8](=[O:13])[C:9]([O:11]C)=[O:10])[CH3:4].[OH-].[Na+].Cl>O>[CH3:4][N:3]([CH2:5][CH2:6][N:7]([CH3:14])[C:8](=[O:13])[C:9]([OH:11])=[O:10])[CH3:2] |f:0.1,2.3|. Procedure: A solution of methyl N-dimethylaminoethyl-N-methyloxamate hydrochloride (500 mg) in water (20 ml) was cooled on an ice bath under stirring, and to the solution was added dropwise a solution of sodium hydroxide (356 mg) in water (10 ml). After the completion of the addition, the reaction solution was further stirred at room temperature for 2 hours and then adjusted the pH thereof to 4 with the addition of 1N aqueous HCl. After the removal of the solvent by distillation under a reduced pressure, m... Reactants: O=C1N(C(C2=CC=CC=C12)=O)CCC1=CNC2=CC=C(C=C12)CC(=O)N (3-[2-(1,3-dihydro-1,3-dioxo-2H-isoindol-2-yl)ethyl]-1H-indole-5-acetamide), O.NN (hydrazine hydrate). The solvent is C(C)O (ethanol). Conditions: time 1 hour. Yields the product C1(=CC=CC=C1)COC(=O)NCCC1=CNC2=CC=C(C=C12)CC(=O)N (3-[2-[[(Phenylmethoxy)Carbonyl]amino]ethyl]-1H-indole-5-acetamide). As a reaction SMILES: O=C1C2C(=CC=CC=2)[C:4](=[O:11])[N:3]1[CH2:12][CH2:13][C:14]1[C:22]2[C:17](=[CH:18][CH:19]=[C:20]([CH2:23][C:24]([NH2:26])=[O:25])[CH:21]=2)[NH:16][CH:15]=1.[OH2:27].NN>C(O)C>[C:20]1([CH2:23][O:27][C:4]([NH:3][CH2:12][CH2:13][C:14]2[C:22]3[C:17](=[CH:18][CH:19]=[C:20]([CH2:23][C:24]([NH2:26])=[O:25])[CH:21]=3)[NH:16][CH:15]=2)=[O:11])[CH:21]=[CH:22][CH:17]=[CH:18][CH:19]=1 |f:1.2|. Reported procedure: A solution of 3-[2-(1,3-dihydro-1,3-dioxo-2H-isoindol-2-yl)ethyl]-1H-indole-5-acetamide (17.55 g) and hydrazine hydrate (12 ml) in ethanol (700 ml) was heated at reflux for 2 h. The resulting suspension was cooled to ambient temperature and all the solvent was evaporated in vacuo. The resulting yellow solid was dissolved in dilute sodium hydroxide (250 ml) and tetrahydrofuran (100 ml) and treated with benzylchloroformate (21 ml) at 5°. Stirring was continued for 1 h at ambient temperature, react... Reported procedure: To a solution of (cis)-1-[[ethoxy(4-phenylbutyl)phosphinyl]-acetyl]-4-(phenylthio)-L-proline, (2,2-dimethyl-1-oxopropoxy)methyl ester (3 g) in dichloromethane (30 ml) is added bromotrimethylsilane (1.2 g). The mixture is stirred at room temperature for 16 hours. After the addition of water (15 ml), saturated sodium bicarbonate (25 ml) is added, followed by water (500 ml) to effect solution. The aqueous alkaline solution is washed with ether and acidified to a pH of 3 with concentrated hydrochlor... Run at time 16 hour. Yields the product OP(=O)(CCCCC1=CC=CC=C1)CC(=O)N1[C@H](C(=O)OCOC(C(C)(C)C)=O)C[C@@H](C1)SC1=CC=CC=C1 ((cis)-1-[[Hydroxy(4-phenylbutyl)phosphinyl]acetyl]-4-(phenylthio)-L-proline, (2,2-dimethyl-1-oxopropoxy)methyl ester). Reaction SMILES: C([O:3][P:4]([CH2:16][C:17]([N:19]1[CH2:34][C@@H:33]([S:35][C:36]2[CH:41]=[CH:40][CH:39]=[CH:38][CH:37]=2)[CH2:32][C@H:20]1[C:21]([O:23][CH2:24][O:25][C:26](=[O:31])[C:27]([CH3:30])([CH3:29])[CH3:28])=[O:22])=[O:18])([CH2:6][CH2:7][CH2:8][CH2:9][C:10]1[CH:15]=[CH:14][CH:13]=[CH:12][CH:11]=1)=[O:5])C.Br[Si](C)(C)C.O.C(=O)(O)[O-].[Na+]>ClCCl>[OH:5][P:4]([CH2:16][C:17]([N:19]1[CH2:34][C@@H:33]([S:35][C:36]2[CH:37]=[CH:38][CH:39]=[CH:40][CH:41]=2)[CH2:32][C@H:20]1[C:21]([O:23][CH2:24][O:25][C:26](=[O:31])[C:27]([CH3:30])([CH3:29])[CH3:28])=[O:22])=[O:18])([CH2:6][CH2:7][CH2:8][CH2:9][C:10]1[CH:15]=[CH:14][CH:13]=[CH:12][CH:11]=1)=[O:3] |f:3.4|. The yield is 62.9%. Solvent: ClCCl (dichloromethane). Starting materials: O (water), C(C)OP(=O)(CCCCC1=CC=CC=C1)CC(=O)N1[C@H](C(=O)OCOC(C(C)(C)C)=O)C[C@@H](C1)SC1=CC=CC=C1 ((cis)-1-[[ethoxy(4-phenylbutyl)phosphinyl]-acetyl]-4-(phenylthio)-L-proline, (2,2-dimethyl-1-oxopropoxy)methyl ester), Br[Si](C)(C)C (bromotrimethylsilane), O (water), C([O-])(O)=O.[Na+] (sodium bicarbonate). The reactants are stock solution, NCCC1=CC=C(C=C1)C1=CC=C(C=C1)C(CNS(=O)(=O)C(C)C)C (N-2-(4-(4-(2-aminoethyl)phenyl)phenyl)propyl 2-propanesulfonamide), COC1=C(C(=O)Cl)C=CC=C1 (2-methoxybenzoyl chloride). Product: COC1=C(C(=O)NCCC2=CC=C(C=C2)C2=CC=C(C=C2)C(CNS(=O)(=O)C(C)C)C)C=CC=C1 (N-2-(4-(4-(2-(2-methoxybenzamido)-ethyl)phenyl)phenyl)propyl 2-propanesulfonamide). Reaction SMILES: [NH2:1][CH2:2][CH2:3][C:4]1[CH:9]=[CH:8][C:7]([C:10]2[CH:15]=[CH:14][C:13]([CH:16]([CH3:25])[CH2:17][NH:18][S:19]([CH:22]([CH3:24])[CH3:23])(=[O:21])=[O:20])=[CH:12][CH:11]=2)=[CH:6][CH:5]=1.[CH3:26][O:27][C:28]1[CH:36]=[CH:35][CH:34]=[CH:33][C:29]=1[C:30](Cl)=[O:31]>>[CH3:26][O:27][C:28]1[CH:36]=[CH:35][CH:34]=[CH:33][C:29]=1[C:30]([NH:1][CH2:2][CH2:3][C:4]1[CH:5]=[CH:6][C:7]([C:10]2[CH:15]=[CH:14][C:13]([CH:16]([CH3:25])[CH2:17][NH:18][S:19]([CH:22]([CH3:24])[CH3:23])(=[O:21])=[O:20])=[CH:12][CH:11]=2)=[CH:8][CH:9]=1)=[O:31]. Procedure details: The title compound was prepared following the method of Example 147 and using 1 mL of a stock solution of 0.6 g (1.8 mmol) of material from Example 50 and 16 μL (0.11 mmol) 2-methoxybenzoyl chloride. NMR was consistent with the proposed compound. Yields the product P(=O)(OCCCCCCCCCCCC)(OCC(O)CO)OCC(O)CO (dodecyl diglyceryl phosphate). Reaction SMILES: [CH2:1]1[O:3][CH:2]1[CH2:4][OH:5].P([O-])([O-])(OCCCCCCCCCCCC)=O.[P:23]([O-:44])([O:38][CH2:39][CH:40]([CH2:42][OH:43])[OH:41])([O:25][CH2:26][CH2:27][CH2:28][CH2:29][CH2:30][CH2:31][CH2:32][CH2:33][CH2:34][CH2:35][CH2:36][CH3:37])=[O:24]>>[P:23]([O:44][CH2:1][CH:2]([CH2:4][OH:5])[OH:3])([O:38][CH2:39][CH:40]([CH2:42][OH:43])[OH:41])([O:25][CH2:26][CH2:27][CH2:28][CH2:29][CH2:30][CH2:31][CH2:32][CH2:33][CH2:34][CH2:35][CH2:36][CH3:37])=[O:24]. Procedure details: While keeping the reaction system at 60° C., 150 g of glycidol (oxirane value=683.7) was gradually added, followed by their reaction at 70° C. for 2 hours. The acid value of the reaction system was AV1=4.4, AV2=6.0, revealing that the reaction system contained about 4.5 mole % of unreacted monododecyl phosphate and about 8.1 mole % of the corresponding phosphoric diester, i.e., dodecyl glyceryl phosphate and about 87.4 mole % of the corresponding phosphoric triester, i.e., dodecyl diglyceryl pho... The reactants are C1C(O1)CO (glycidol), P(=O)(OCCCCCCCCCCCC)(OCC(O)CO)[O-] (dodecyl glyceryl phosphate), triester, P(=O)(OCCCCCCCCCCCC)([O-])[O-] (monododecyl phosphate), diester. Reactants: O=[O+][O-] (ozone), O=[O+][O-] (ozone), C(C=CC)C1C(C2=CC(=CC=C2C1)OC1CCCC1)=O ((RS)-2-(2-buten-1-yl)-6-cyclopentoxy-1-indanone). Solvent: ClCCl (dichloromethane), CO (methanol). Run at time 60 minute. Yields the product O=CCC1C(C2=CC(=CC=C2C1)OC1CCCC1)=O ((RS)-2-(2-oxoethyl)-6-cyclopentoxy-1-indanone). Yield: 73.0%. RXN SMILES: [O:1]=[O+][O-].[CH2:4]([CH:8]1[CH2:16][C:15]2[C:10](=[CH:11][C:12]([O:17][CH:18]3[CH2:22][CH2:21][CH2:20][CH2:19]3)=[CH:13][CH:14]=2)[C:9]1=[O:23])[CH:5]=CC>ClCCl.CO>[O:1]=[CH:5][CH2:4][CH:8]1[CH2:16][C:15]2[C:10](=[CH:11][C:12]([O:17][CH:18]3[CH2:22][CH2:21][CH2:20][CH2:19]3)=[CH:13][CH:14]=2)[C:9]1=[O:23]. Reported procedure: An ozone stream (1.5 g ozone/hour) was conducted for 60 minutes while stirring through a solution, cooled to -70°, of 8.1 g of (RS)-2-(2-buten-1-yl)-6-cyclopentoxy-1-indanone in 150 ml of anhydrous dichloromethane and 30 ml of anhydrous methanol. Subsequently, the solution was flushed with oxygen for 5 minutes and with argon for 10 minutes. After the addition of 3.29 ml of dimethyl sulfide, the mixture was stirred at room temperature for 21 hours. The reaction mixture was evaporated in a vacuum.... Reactants: ClC=1C=C(C(=O)OO)C=CC1 (m-Chloroperoxybenzoic acid), FC1=C(C=C(C=C1)F)NC(C(C)(C)N1COC(=C(C1=O)C1=CC=CC=C1)CSC)=O (N-(2,5-difluorophenyl)-2-(2,3-dihydro-6-methylthiomethyl-4-oxo-5-phenyl-4H-1,3-oxazin-3-yl)-2-methylpropanamide), FC1=C(C=C(C=C1)F)NC(C(C)(C)N1COC(=C(C1=O)C1=CC=CC=C1)CSC)=O (N-(2,5-difluorophenyl)-2-(2,3-dihydro-6-methylthiomethyl-4-oxo-5-phenyl-4H-1,3-oxazin-3-yl)-2-methylpropanamide). Solvent: ClCCl (dichloromethane), ClCCl (dichloromethane). Run at temperature -20 celsius, time 1 hour. Yields the product FC1=C(C=C(C=C1)F)NC(C(C)(C)N1COC(=C(C1=O)C1=CC=CC=C1)CS(=O)C)=O (N-(2,5-difluorophenyl)-2-(2,3-dihydro-6-methylsulphinylmethyl-4-oxo-5-phenyl-4H-1,3-oxazin-3-yl)-2-methylpropanamide). Isolated yield 36.3%. As a reaction SMILES: ClC1C=C(C=CC=1)C(OO)=[O:6].[F:12][C:13]1[CH:18]=[CH:17][C:16]([F:19])=[CH:15][C:14]=1[NH:20][C:21](=[O:41])[C:22]([N:25]1[C:30](=[O:31])[C:29]([C:32]2[CH:37]=[CH:36][CH:35]=[CH:34][CH:33]=2)=[C:28]([CH2:38][S:39][CH3:40])[O:27][CH2:26]1)([CH3:24])[CH3:23]>ClCCl>[F:12][C:13]1[CH:18]=[CH:17][C:16]([F:19])=[CH:15][C:14]=1[NH:20][C:21](=[O:41])[C:22]([N:25]1[C:30](=[O:31])[C:29]([C:32]2[CH:37]=[CH:36][CH:35]=[CH:34][CH:33]=2)=[C:28]([CH2:38][S:39]([CH3:40])=[O:6])[O:27][CH2:26]1)([CH3:24])[CH3:23]. Procedure: m-Chloroperoxybenzoic acid (75% pure, 0.54 g) was added to a stirred solution of N-(2,5-difluorophenyl)-2-(2,3-dihydro-6-methylthiomethyl-4-oxo-5-phenyl-4H-1,3-oxazin-3-yl)-2-methylpropanamide (compound 1, 100 g) in dichloromethane at -20° C. The mixture was stirred at -20° C. for 1 hour, diluted with dichloromethane, washed with 1M sodium carbonate, dried (magnesium sulphate) and solvent evaporated under reduced pressure. The residue was triturated with diethyl ether to give N-(2,5-difluorophen...